From a dataset of the Open Reaction Database (ORD), a public repository of structured organic reaction records. describe an organic reaction: reactants, conditions, products, and yield The reactants are CC#N, COCCCCC(OC)(c1cccc(Cl)c1)C1CCCN(C(=O)OC(C)(C)C)C1, Cl. Yields the product COCCCCC(OC)(c1cccc(Cl)c1)C1CCCNC1. Reaction SMILES: [CH3:30][C:31]#[N:32].[Cl:1][c:2]1[cH:3][c:4]([C:8]([CH2:9][CH2:10][CH2:11][CH2:12][O:13][CH3:14])([O:15][CH3:16])[CH:17]2[CH2:18][N:19]([C:23]([O:24][C:25]([CH3:26])([CH3:27])[CH3:28])=[O:29])[CH2:20][CH2:21][CH2:22]2)[cH:5][cH:6][cH:7]1.[ClH:33]>>[Cl:1][c:2]1[cH:3][c:4]([C:8]([CH2:9][CH2:10][CH2:11][CH2:12][O:13][CH3:14])([O:15][CH3:16])[CH:17]2[CH2:18][NH:19][CH2:20][CH2:21][CH2:22]2)[cH:5][cH:6][cH:7]1. The reactants are C[C@@H]1CN(CCN1C1=NC2=C(N1)C=C(C=C2C2=CC=C(C=C2)C(F)(F)F)C(F)(F)F)C2=C(C=C(C=N2)CO)C(F)(F)F ((6-{(3R)-3-Methyl-4-[6-trifluoromethyl-4-(4-trifluoromethyl-phenyl)-1H-benzoimidazol-2-yl]-piperazin-1-yl}-5-trifluoromethyl-pyridin-3-yl)-methanol). The reagents and catalysts are O=[Mn]=O (MnO2). The product is CC1CN(CCN1C1=NC2=C(N1)C(=CC(=C2)C(F)(F)F)C2=CC=C(C=C2)C(F)(F)F)C2=C(C=C(C=N2)C=O)C(F)(F)F (6-{3-Methyl-4-[5-trifluoromethyl-7-(4-trifluoromethyl-phenyl)-1H-benzoimidazol-2-yl]-piperazin-1-yl}-5-trifluoromethyl-pyridine-3-carbaldehyde). Reaction SMILES: [CH3:1][C@H:2]1[N:7]([C:8]2[NH:12][C:11]3[CH:13]=[C:14]([C:27]([F:30])([F:29])[F:28])[CH:15]=[C:16]([C:17]4[CH:22]=[CH:21][C:20]([C:23]([F:26])([F:25])[F:24])=[CH:19][CH:18]=4)[C:10]=3[N:9]=2)[CH2:6][CH2:5][N:4]([C:31]2[N:36]=[CH:35][C:34]([CH2:37][OH:38])=[CH:33][C:32]=2[C:39]([F:42])([F:41])[F:40])[CH2:3]1>O=[Mn]=O>[CH3:1][CH:2]1[N:7]([C:8]2[NH:9][C:10]3[C:16]([C:17]4[CH:22]=[CH:21][C:20]([C:23]([F:26])([F:25])[F:24])=[CH:19][CH:18]=4)=[CH:15][C:14]([C:27]([F:29])([F:30])[F:28])=[CH:13][C:11]=3[N:12]=2)[CH2:6][CH2:5][N:4]([C:31]2[N:36]=[CH:35][C:34]([CH:37]=[O:38])=[CH:33][C:32]=2[C:39]([F:42])([F:40])[F:41])[CH2:3]1. Procedure details: (6-{(3R)-3-Methyl-4-[6-trifluoromethyl-4-(4-trifluoromethyl-phenyl)-1H-benzoimidazol-2-yl]-piperazin-1-yl}-5-trifluoromethyl-pyridin-3-yl)-methanol (422 mg, 0.7 mmol, Example 189c) reacted with MnO2 (1.22 g, 14 mmol, Aldrich) under the conditions of Example 154a to give the title compound as a white solid. MS ESI, pos. ion m/e: 602 (M+1). Starting materials: O (water), [H-].[Na+] (sodium hydride), C(CCCCCCC)Br (Octyl bromide), S1C=C(C=C1)CC=1C2=C(SC1)C(=CS2)CC2=CSC=C2 (3,6-bis(thiophen-3-ylmethyl)thieno[3,2-b]thiophene). The solvent is C1CCOC1 (THF), C1CCOC1 (THF). Yields the product S1C=C(C=C1)C(CCCCCCCC)(CCCCCCCC)C=1C2=C(SC1)C(=CS2)C(CCCCCCCC)(CCCCCCCC)C2=CSC=C2 (3,6-bis(9-(thiophen-3-yl)heptadecan-9-yl)thieno[3,2-b]thiophene). As a reaction SMILES: [H-].[Na+].[S:3]1[CH:7]=[CH:6][C:5]([CH2:8][C:9]2[C:10]3[S:16][CH:15]=[C:14]([CH2:17][C:18]4[CH:22]=[CH:21][S:20][CH:19]=4)[C:11]=3[S:12][CH:13]=2)=[CH:4]1.[CH2:23](Br)[CH2:24][CH2:25][CH2:26][CH2:27][CH2:28][CH2:29][CH3:30].O>C1COCC1>[S:20]1[CH:21]=[CH:22][C:18]([C:17]([C:14]2[C:11]3[S:12][CH:13]=[C:9]([C:8]([C:5]4[CH:6]=[CH:7][S:3][CH:4]=4)([CH2:7][CH2:6][CH2:5][CH2:8][CH2:9][CH2:10][CH2:11][CH3:14])[CH2:23][CH2:24][CH2:25][CH2:26][CH2:27][CH2:28][CH2:29][CH3:30])[C:10]=3[S:16][CH:15]=2)([CH2:23][CH2:24][CH2:25][CH2:26][CH2:27][CH2:28][CH2:29][CH3:30])[CH2:23][CH2:24][CH2:25][CH2:26][CH2:27][CH2:28][CH2:29][CH3:30])=[CH:19]1 |f:0.1|. Procedure: To a suspension of sodium hydride in THF is added a THF solution of 3,6-bis(thiophen-3-ylmethyl)thieno[3,2-b]thiophene. Octyl bromide is then added and the mixture is refluxed until reaction completion, as determined by TLC. The reaction is then poured into cold water, extracted with MTBE and combined organic phases are washed with water. After drying the organic phase with magnesium sulfate and filtering through Buchner the solvent is evaporated. The resulting product can be purified by column ... RXN SMILES: [CH2:1]([O:8][C:9](=[O:24])[C:10]1[CH:15]=[CH:14][C:13]([CH:16]([P:18]([O:22][CH3:23])([O:20][CH3:21])=[O:19])O)=[CH:12][CH:11]=1)[C:2]1[CH:7]=[CH:6][CH:5]=[CH:4][CH:3]=1.CCN(S(F)(F)[F:31])CC>>[CH2:1]([O:8][C:9](=[O:24])[C:10]1[CH:15]=[CH:14][C:13]([CH:16]([P:18]([O:22][CH3:23])([O:20][CH3:21])=[O:19])[F:31])=[CH:12][CH:11]=1)[C:2]1[CH:7]=[CH:6][CH:5]=[CH:4][CH:3]=1. Procedure: 4-[(Dimethoxy-phosphoryl)-hydroxy-methyl]-benzoic acid benzyl ester (0.20 g, 0.22 mmol) was added over 30 mins to a stirring solution of DAST (1M in CH2Cl2) cooled to −78° C. under a dry nitrogen environment. The mixture was warmed to RT and stirred for 18 hours. The reaction mixture was then quenched with ethanol containing pyridine (pyr: twice volume of DAST). After another 30 mins the mixture was poured into ice cold water and extracted into DCM (3×). The combined organic extracts were washed... Product: C(C1=CC=CC=C1)OC(C1=CC=C(C=C1)C(F)P(=O)(OC)OC)=O (4-[(Dimethoxy-phosphoryl)fluoro-methyl]-benzoic acid benzyl ester). The reactants are C(C1=CC=CC=C1)OC(C1=CC=C(C=C1)C(O)P(=O)(OC)OC)=O (4-[(Dimethoxy-phosphoryl)-hydroxy-methyl]-benzoic acid benzyl ester), CCN(CC)S(F)(F)F (DAST). Conditions: temperature -78 celsius, time 18 hour. Starting materials: ClC1=C(C(=O)N)C(=CC=C1)C (2-chloro-6-methylbenzamide), C(C(=O)Cl)(=O)Cl (oxalyl chloride). The solvent is C(CCl)Cl (EDC). The product is ClC1=C(C(=O)N=C=O)C(=CC=C1)C (2-chloro-6-methylbenzoyl isocyanate). Isolated yield 86.7%. Reaction SMILES: [Cl:1][C:2]1[CH:10]=[CH:9][CH:8]=[C:7]([CH3:11])[C:3]=1[C:4]([NH2:6])=[O:5].C(Cl)(=O)[C:13](Cl)=[O:14]>C(Cl)CCl>[Cl:1][C:2]1[CH:10]=[CH:9][CH:8]=[C:7]([CH3:11])[C:3]=1[C:4]([N:6]=[C:13]=[O:14])=[O:5]. Procedure details: The title compound was prepared according to the procedure described in step-2 of Intermediate-8 by using 2-chloro-6-methylbenzamide (1.0 g, 5.9 mmol), oxalyl chloride (0.894 g, 7.1 mmol) and EDC (20 mL) to afford 1.00 g of the desired product.